Dataset: the Open Reaction Database (ORD), a public repository of structured organic reaction records. Task: describe an organic reaction: reactants, conditions, products, and yield Reactants: C(C1=CC=CC=C1)OC=1C=C(C#N)C=CC1OC (3-benzyloxy-4-methoxybenzonitrile), [N+](=O)(O)[O-] (nitric acid), O (water). Solvent: C(C)(=O)O (acetic acid). Reaction conditions: time 30 minute. Yields the product C(C1=CC=CC=C1)OC=1C(=CC(=C(C#N)C1)[N+](=O)[O-])OC (5-Benzyloxy-4-methoxy-2-nitro-benzonitrile). The yield is 68.0%. Reaction SMILES: [CH2:1]([O:8][C:9]1[CH:10]=[C:11]([CH:14]=[CH:15][C:16]=1[O:17][CH3:18])[C:12]#[N:13])[C:2]1[CH:7]=[CH:6][CH:5]=[CH:4][CH:3]=1.[N+:19]([O-])([OH:21])=[O:20].O>C(O)(=O)C>[CH2:1]([O:8][C:9]1[C:16]([O:17][CH3:18])=[CH:15][C:14]([N+:19]([O-:21])=[O:20])=[C:11]([CH:10]=1)[C:12]#[N:13])[C:2]1[CH:3]=[CH:4][CH:5]=[CH:6][CH:7]=1. Reported procedure: A solution of 3-benzyloxy-4-methoxybenzonitrile (43.8 g, 0.18 mol) in glacial acetic acid (87 ml) was added dropwise to concentrated nitric acid (70% w/w, 244 ml) with periodic cooling to maintain the reaction temperature below 30° C. Once the addition was complete, the reaction was stirred for a further 30 minutes, after which time the mixture was poured into water (11) and stirred for 30 minutes. The resulting precipitate was isolated by filtration, washed with water and dried under reduced pr... Reactants: CCOC(=O)Cn1ncc2c1CCCC2NS(=O)(=O)c1ccc(Br)cc1, COc1ccc(B(O)O)cc1, CN(C)C=O, [Na+], [Na+], O=C([O-])[O-], O, c1ccc(P(c2ccccc2)(c2ccccc2)[Pd](P(c2ccccc2)(c2ccccc2)c2ccccc2)(P(c2ccccc2)(c2ccccc2)c2ccccc2)P(c2ccccc2)(c2ccccc2)c2ccccc2)cc1. Product: CCOC(=O)Cn1ncc2c1CCCC2NS(=O)(=O)c1ccc(-c2ccc(OC)cc2)cc1. RXN SMILES: [CH2:1]([CH3:2])[O:3][C:4]([CH2:5][n:6]1[n:7][cH:8][c:9]2[c:14]1[CH2:13][CH2:12][CH2:11][CH:10]2[NH:15][S:16](=[O:17])(=[O:18])[c:19]1[cH:20][cH:21][c:22]([Br:25])[cH:23][cH:24]1)=[O:26].[CH3:27][O:28][c:29]1[cH:30][cH:31][c:32]([B:35]([OH:36])[OH:37])[cH:33][cH:34]1.[CH3:44][N:45]([CH3:46])[CH:47]=[O:48].[Na+:38].[Na+:39].[O-:40][C:41](=[O:42])[O-:43].[OH2:49].[cH:50]1[cH:51][cH:52][c:53]([P:54]([Pd:55]([P:56]([c:57]2[cH:58][cH:59][cH:60][cH:61][cH:62]2)([c:63]2[cH:64][cH:65][cH:66][cH:67][cH:68]2)[c:69]2[cH:70][cH:71][cH:72][cH:73][cH:74]2)([P:75]([c:76]2[cH:77][cH:78][cH:79][cH:80][cH:81]2)([c:82]2[cH:83][cH:84][cH:85][cH:86][cH:87]2)[c:88]2[cH:89][cH:90][cH:91][cH:92][cH:93]2)[P:94]([c:95]2[cH:96][cH:97][cH:98][cH:99][cH:100]2)([c:101]2[cH:102][cH:103][cH:104][cH:105][cH:106]2)[c:107]2[cH:108][cH:109][cH:110][cH:111][cH:112]2)([c:113]2[cH:114][cH:115][cH:116][cH:117][cH:118]2)[c:119]2[cH:120][cH:121][cH:122][cH:123][cH:124]2)[cH:125][cH:126]1>>[CH2:1]([CH3:2])[O:3][C:4]([CH2:5][n:6]1[n:7][cH:8][c:9]2[c:14]1[CH2:13][CH2:12][CH2:11][CH:10]2[NH:15][S:16](=[O:17])(=[O:18])[c:19]1[cH:20][cH:21][c:22](-[c:32]2[cH:31][cH:30][c:29]([O:28][CH3:27])[cH:34][cH:33]2)[cH:23][cH:24]1)=[O:26]. The reactants are C(C)OC1=C(C=NO)C=C(C=C1)[C@@H]1CC[C@H](CC1)CCC (2-ethoxy-5-(trans-4-propyl-cyclohexyl)-benzaldoxime), aldehyde, NO (hydroxylamine), C(C)(=O)OC(C)=O (acetic anhydride). The solvent is O (water). Conditions: time 20 minute. Yields the product C(C)OC1=C(C#N)C=C(C=C1)[C@@H]1CC[C@H](CC1)CCC (2-ethoxy-5-(trans-4-propyl-cyclohexyl)-benzonitrile). RXN SMILES: [CH2:1]([O:3][C:4]1[CH:12]=[CH:11][C:10]([C@H:13]2[CH2:18][CH2:17][C@H:16]([CH2:19][CH2:20][CH3:21])[CH2:15][CH2:14]2)=[CH:9][C:5]=1[CH:6]=[N:7]O)[CH3:2].NO.C(OC(=O)C)(=O)C>O>[CH2:1]([O:3][C:4]1[CH:12]=[CH:11][C:10]([C@H:13]2[CH2:14][CH2:15][C@H:16]([CH2:19][CH2:20][CH3:21])[CH2:17][CH2:18]2)=[CH:9][C:5]=1[C:6]#[N:7])[CH3:2]. Procedure: A mixture of 28.9 g of 2-ethoxy-5-(trans-4-propyl-cyclohexyl)-benzaldoxime (obtainable from the aldehyde and hydroxylamine) and 40 ml of acetic anhydride is heated until the exothermic reaction starts, and is then boiled for 20 minutes and poured into water to give 2-ethoxy-5-(trans-4-propyl-cyclohexyl)-benzonitrile of m.p. 32°.